Dataset: the Open Reaction Database (ORD), a public repository of structured organic reaction records. Task: describe an organic reaction: reactants, conditions, products, and yield Yields the product N1=CC(=CC2=CC=CC=C12)C(=O)O (3-quinolinecarboxylic acid). The solvent is O (water). Reported procedure: An aqueous solution containing 2-(4-isopropyl-4-methyl-5-oxo-2-imidazolin-2-yl)3-quinolinecarboxylic acid (12.44 g, 88.42% pure) and isopropylamine (2.83 g) in 11 liters of water to provide the equivalent of from 0.5 to 4 grams per hectare of the 3-quinolinecarboxylic acid, is added to a spray tank containing a 46% aqueous solution of (2-chloroethyl)trimethylammonium chloride containing choline chloride to provide the equivalent of from 920 to 1610 grams per hectare of this active ingredient. Wa... As a reaction SMILES: C(C1(C)C(=O)NC([C:10]2[C:19]([C:20]([OH:22])=[O:21])=[CH:18][C:17]3[C:12](=[CH:13][CH:14]=[CH:15][CH:16]=3)[N:11]=2)=N1)(C)C.C(N)(C)C>O>[N:11]1[C:12]2[C:17](=[CH:16][CH:15]=[CH:14][CH:13]=2)[CH:18]=[C:19]([C:20]([OH:22])=[O:21])[CH:10]=1. Reactants: C(C)(C)C1(N=C(NC1=O)C1=NC2=CC=CC=C2C=C1C(=O)O)C (2-(4-isopropyl-4-methyl-5-oxo-2-imidazolin-2-yl)3-quinolinecarboxylic acid), C(C)(C)N (isopropylamine). The reactants are [BH4-], CO, CCOC(C)=O, CC(C)(C)C(=O)Nc1cccc(C=O)n1, [Na+]. The product is CC(O)c1cccc(NC(=O)C(C)(C)C)n1. As a reaction SMILES: [BH4-:16].[CH3:18][OH:19].[CH3:20][CH2:21][O:22][C:23](=[O:24])[CH3:25].[CH:1](=[O:2])[c:3]1[cH:4][cH:5][cH:6][c:7]([NH:9][C:10]([C:11]([CH3:12])([CH3:13])[CH3:14])=[O:15])[n:8]1.[Na+:17]>>[CH:1]([OH:2])([c:3]1[cH:4][cH:5][cH:6][c:7]([NH:9][C:10]([C:11]([CH3:12])([CH3:13])[CH3:14])=[O:15])[n:8]1)[CH3:18].